From a dataset of the Open Reaction Database (ORD), a public repository of structured organic reaction records. describe an organic reaction: reactants, conditions, products, and yield Starting materials: NC(=O)C1(CC1)C(=O)O (1-(aminocarbonyl)-1-cyclopropan-carboxylic acid), FC=1C=C(COC2=CC=C(C=C2)N)C=CC1 (4-(3-fluoro-benzyloxy)-phenylamine), Cl.CN(CCCN=C=NCC)C (N-(−3-dimethylaminopropyl)-N′-ethyl-carbodiimide-hydrochloride). Run in ClCCl (dichloromethane). Reaction conditions: time 2 hour. The product is FC=1C=C(COC2=CC=C(C=C2)NC(=O)C2(CC2)C(=O)N)C=CC1 (Cyclopropane-1,1-dicarboxylic acid amide [4-(3-fluoro-benzyloxy)-phenyl]-amide). Yield: 54.2%. RXN SMILES: [NH2:1][C:2]([C:4]1([C:7]([OH:9])=O)[CH2:6][CH2:5]1)=[O:3].[F:10][C:11]1[CH:12]=[C:13]([CH:23]=[CH:24][CH:25]=1)[CH2:14][O:15][C:16]1[CH:21]=[CH:20][C:19]([NH2:22])=[CH:18][CH:17]=1.Cl.CN(C)CCCN=C=NCC>ClCCl>[F:10][C:11]1[CH:12]=[C:13]([CH:23]=[CH:24][CH:25]=1)[CH2:14][O:15][C:16]1[CH:21]=[CH:20][C:19]([NH:22][C:7]([C:4]2([C:2]([NH2:1])=[O:3])[CH2:5][CH2:6]2)=[O:9])=[CH:18][CH:17]=1 |f:2.3|. Procedure details: A solution of 126 mg (1 mmol) of 1-(aminocarbonyl)-1-cyclopropan-carboxylic acid and of 212 mg (1 mmol) 4-(3-fluoro-benzyloxy)-phenylamine (prepared as in example 1b) in 10 ml dichloromethane is cooled to 0° C. and treated with 206 mg (1.1 mmol) N-(−3-dimethylaminopropyl)-N′-ethyl-carbodiimide-hydrochloride (EDCI). The mixture is stirred for additional 2 h at room temperature, evaporated and acidified with dil. citric acid. Extraction with ethyl acetate and recrystallisation from methanol yields...